This data is from the Open Reaction Database (ORD), a public repository of structured organic reaction records. The task is: describe an organic reaction: reactants, conditions, products, and yield Reactants: NC1=C(C2=C(S1)C=CC=C2)C(=O)OCC (ethyl 2-aminobenzo[b]thiophene-3-carboxylate), FC1=C(C=C(C=C1)C(F)(F)F)[N+](=O)[O-] (4-fluoro-3-nitrobenzotrifluoride). Solvent: CS(=O)C (dirnethyl sulfoxide). Yields the product [N+](=O)([O-])C1=C(NC2=C(C3=C(S2)C=CC=C3)C(=O)OCC)C=CC(=C1)C(F)(F)F (ethyl 2-(2-nitro-4-trifluoromethylanilino)benzo[b]thiophene-3-carboxylate). Isolated yield 129.4%. As a reaction SMILES: [NH2:1][C:2]1[S:6][C:5]2[CH:7]=[CH:8][CH:9]=[CH:10][C:4]=2[C:3]=1[C:11]([O:13][CH2:14][CH3:15])=[O:12].F[C:17]1[CH:22]=[CH:21][C:20]([C:23]([F:26])([F:25])[F:24])=[CH:19][C:18]=1[N+:27]([O-:29])=[O:28]>CS(C)=O>[N+:27]([C:18]1[CH:19]=[C:20]([C:23]([F:24])([F:25])[F:26])[CH:21]=[CH:22][C:17]=1[NH:1][C:2]1[S:6][C:5]2[CH:7]=[CH:8][CH:9]=[CH:10][C:4]=2[C:3]=1[C:11]([O:13][CH2:14][CH3:15])=[O:12])([O-:29])=[O:28]. Procedure: In the same manner as in Starting Material Synthesis Example 4 and using ethyl 2-aminobenzo[b]thiophene-3-carboxylate (5.0 g), 4-fluoro-3-nitrobenzotrifluoride (5.1 g) and dirnethyl sulfoxide (65 ml), ethyl 2-(2-nitro-4-trifluoromethylanilino)benzo[b]thiophene-3-carboxylate (12 g) was obtained. Without purification, in the same manner as in Starting Material Synthesis Example 21 and using ethanol (50 ml), 18% hydrochloric acid (50 ml) and tin(II) chlorihe.dihydrate (10.9 g), ethyl 2-(2-amino-4-t... Reactants: ClC1=C(C=C(C=C1)[N+](=O)[O-])OC (2-chloro-5-nitroanisole), C1CCOC1 (THF). Reagents/catalysts: [Ni] (Raney nickel). The solvent is CO (MeOH). Product: ClC1=C(C=C(N)C=C1)OC (4-Chloro-3-methoxyaniline). Yield: 92.6%. As a reaction SMILES: [Cl:1][C:2]1[CH:7]=[CH:6][C:5]([N+:8]([O-])=O)=[CH:4][C:3]=1[O:11][CH3:12].C1COCC1>[Ni].CO>[Cl:1][C:2]1[CH:7]=[CH:6][C:5]([NH2:8])=[CH:4][C:3]=1[O:11][CH3:12]. Procedure details: A mixture of 36 g of 2-chloro-5-nitroanisole and Raney nickel® in 150 ml of MeOH and 200 ml of THF is hydrogenated in Parr apparatus for 4 hours, at 35° C. and under a pressure of 1.3 bar. The catalyst is filtered off over Celite® and the filtrate is concentrated under vacuum. 28 g of the expected product are obtained and are used without further purification. The reactants are BrB(Br)Br, COc1cc(C#N)ccc1-c1ccccc1, ClCCl. Yields the product N#Cc1ccc(-c2ccccc2)c(O)c1. As a reaction SMILES: [B:17]([Br:18])([Br:19])[Br:20].[CH3:1][O:2][c:3]1[cH:4][c:5]([C:6]#[N:7])[cH:8][cH:9][c:10]1-[c:11]1[cH:12][cH:13][cH:14][cH:15][cH:16]1.[Cl:21][CH2:22][Cl:23]>>[OH:2][c:3]1[cH:4][c:5]([C:6]#[N:7])[cH:8][cH:9][c:10]1-[c:11]1[cH:12][cH:13][cH:14][cH:15][cH:16]1. Starting materials: COc1ccccc1C(=O)Cl, CN1CCC(C(=O)c2cccc(N)c2)CC1. Product: COc1ccccc1C(=O)Nc1cccc(C(=O)C2CCN(C)CC2)c1. RXN SMILES: [CH3:17][O:18][c:19]1[c:20]([C:21](=[O:22])[Cl:23])[cH:24][cH:25][cH:26][cH:27]1.[NH2:1][c:2]1[cH:3][c:4]([C:5](=[O:6])[CH:7]2[CH2:8][CH2:9][N:10]([CH3:13])[CH2:11][CH2:12]2)[cH:14][cH:15][cH:16]1>>[NH:1]([c:2]1[cH:3][c:4]([C:5](=[O:6])[CH:7]2[CH2:8][CH2:9][N:10]([CH3:13])[CH2:11][CH2:12]2)[cH:14][cH:15][cH:16]1)[C:21]([c:20]1[c:19]([O:18][CH3:17])[cH:27][cH:26][cH:25][cH:24]1)=[O:22]. The reactants are C=CCOCC1CCC(CO)O1, CS(C)=O, CCCN(CCC)C(=O)CCl, [H-], [Na+], O. Product: C=CCOCC1CCC(COCC(=O)N(CCC)CCC)O1. Reaction SMILES: [CH2:1]([CH:2]=[CH2:3])[O:4][CH2:5][CH:6]1[CH2:7][CH2:8][CH:9]([CH2:11][OH:12])[O:10]1.[CH3:27][S:28](=[O:29])[CH3:30].[Cl:13][CH2:14][C:15](=[O:16])[N:17]([CH2:18][CH2:19][CH3:20])[CH2:21][CH2:22][CH3:23].[H-:24].[Na+:25].[OH2:26]>>[CH2:1]([CH:2]=[CH2:3])[O:4][CH2:5][CH:6]1[CH2:7][CH2:8][CH:9]([CH2:11][O:12][CH2:14][C:15](=[O:16])[N:17]([CH2:18][CH2:19][CH3:20])[CH2:21][CH2:22][CH3:23])[O:10]1.